From a dataset of the Open Reaction Database (ORD), a public repository of structured organic reaction records. describe an organic reaction: reactants, conditions, products, and yield Reactants: [BH3-]C#N, CC(=O)O, CO, CC1CN(c2cccc3cc(F)ccc23)CCN1, [Na+], N#Cc1ccc2c(c1)CCOC2CC=O. Yields the product CC1CN(c2cccc3cc(F)ccc23)CCN1CCC1OCCc2cc(C#N)ccc21. Reaction SMILES: [C:34]([BH3-:35])#[N:36].[CH3:38][C:39](=[O:40])[OH:41].[CH3:42][OH:43].[F:16][c:17]1[cH:18][c:19]2[cH:20][cH:21][cH:22][c:23]([N:27]3[CH2:28][CH:29]([CH3:33])[NH:30][CH2:31][CH2:32]3)[c:24]2[cH:25][cH:26]1.[Na+:37].[O:1]=[CH:2][CH2:3][CH:4]1[O:5][CH2:6][CH2:7][c:8]2[c:9]1[cH:10][cH:11][c:12]([C:14]#[N:15])[cH:13]2>>[CH2:2]([CH2:3][CH:4]1[O:5][CH2:6][CH2:7][c:8]2[c:9]1[cH:10][cH:11][c:12]([C:14]#[N:15])[cH:13]2)[N:30]1[CH:29]([CH3:33])[CH2:28][N:27]([c:23]2[cH:22][cH:21][cH:20][c:19]3[cH:18][c:17]([F:16])[cH:26][cH:25][c:24]32)[CH2:32][CH2:31]1. The reactants are NC(CC1=CNC2=CC=CC=C12)C(=O)O (D,L-tryptophan), N[C@@H](CC1=CNC2=CC=CC=C12)C(=O)O (tryptophan), Crown Pak CR(+), CC1=NC=C(C(=C1O)C=O)COP(=O)(O)O (pyridoxal 5'-phosphate), P(=O)([O-])([O-])[O-].[K+].[K+].[K+] (potassium phosphate). Solvent: Cl(=O)(=O)(=O)O (perchloric acid). Conditions: temperature 37 celsius, time 20 hour. The product is N[C@H](CC1=CNC2=CC=CC=C12)C(=O)O (D-Tryptophan). Reaction SMILES: [NH2:1][CH:2]([C:13]([OH:15])=[O:14])[CH2:3][C:4]1[C:12]2[C:7](=[CH:8][CH:9]=[CH:10][CH:11]=2)[NH:6][CH:5]=1.CC1C(O)=C(C=O)C(COP(O)(O)=O)=CN=1.P([O-])([O-])([O-])=O.[K+].[K+].[K+].N[C@H](C(O)=O)CC1C2C(=CC=CC=2)NC=1>Cl(O)(=O)(=O)=O>[NH2:1][C@@H:2]([C:13]([OH:15])=[O:14])[CH2:3][C:4]1[C:12]2[C:7](=[CH:8][CH:9]=[CH:10][CH:11]=2)[NH:6][CH:5]=1 |f:2.3.4.5|. Procedure details: The microbial cells recovered from 10 ml of the culture medium obtained in Examples 1, 2, and 3 were suspended in 10 ml of the reaction medium (2.5 g/L D,L-tryptophan, 0.05 mM pyridoxal 5'-phosphate, 300 mM potassium phosphate buffer (pH 8.0)) and the reaction was carried out with shaking at 37° C. for 20 hours. The optical purity and amount of tryptophan after the reaction were determined with Crown Pak CR(+) (product of Daicel Chemical Industries, Ltd.) using perchloric acid solution (pH 2.0) ... Reported procedure: A solution of 3-(N-benzyloxycarbonyl-2(R)-pyrrolidinylmethyl)-5-(2-ethylsulphonylethenyl)-1H-indole (Preparation 3; 160 mg, 0.35 mmol) in ethanol (5 ml) was hydrogenated over 10% palladium on charcoal (150 mg) at 15 p.s.i. (1.04 bar) and room temperature for 18 hours, and then filtered. Evaporation of the filtrate under reduced pressure yielded a foam which was purified by column chromatography on silica gel, eluting with a gradient of 0.880 aqueous ammonia: methanol:dichloromethane (0:10:90 to ... Yield: 62.4%. Reaction SMILES: C(OC([N:11]1[CH2:15][CH2:14][CH2:13][C@@H:12]1[CH2:16][C:17]1[C:25]2[C:20](=[CH:21][CH:22]=[C:23]([CH:26]=[CH:27][S:28]([CH2:31][CH3:32])(=[O:30])=[O:29])[CH:24]=2)[NH:19][CH:18]=1)=O)C1C=CC=CC=1>C(O)C.[Pd]>[CH2:31]([S:28]([CH2:27][CH2:26][C:23]1[CH:24]=[C:25]2[C:20](=[CH:21][CH:22]=1)[NH:19][CH:18]=[C:17]2[CH2:16][C@H:12]1[CH2:13][CH2:14][CH2:15][NH:11]1)(=[O:30])=[O:29])[CH3:32]. Solvent: C(C)O (ethanol). The reagents and catalysts are [Pd] (palladium on charcoal). Reaction conditions: time 18 hour. The reactants are C(C1=CC=CC=C1)OC(=O)N1[C@H](CCC1)CC1=CNC2=CC=C(C=C12)C=CS(=O)(=O)CC (3-(N-benzyloxycarbonyl-2(R)-pyrrolidinylmethyl)-5-(2-ethylsulphonylethenyl)-1H-indole). Product: C(C)S(=O)(=O)CCC=1C=C2C(=CNC2=CC1)C[C@@H]1NCCC1 (5-(2-Ethylsulphonylethyl)-3-(2(R)-pyrrolidinylmethyl)-1H-indole). Reactants: [Br-], Cc1cc(Br)ccc1F, CCOCC, [Mg]. Product: Cc1cc([Mg]Br)ccc1F. Reaction SMILES: [Br-:11].[Br:1][c:2]1[cH:3][cH:4][c:5]([F:9])[c:6]([CH3:8])[cH:7]1.[CH3:12][CH2:13][O:14][CH2:15][CH3:16].[Mg:10]>>[c:2]1([Mg:10][Br:11])[cH:3][cH:4][c:5]([F:9])[c:6]([CH3:8])[cH:7]1.